From a dataset of the Open Reaction Database (ORD), a public repository of structured organic reaction records. describe an organic reaction: reactants, conditions, products, and yield Reactants: N(N)C1=C2C(=NC=C1C(=O)OCC)N(N=C2)CC2=CC=CO2 (4-hydrazino-1-furfurylpyrazolo[3,4-b]pyridine-5-carboxylic acid, ethyl ester), C1(=CC=CC=C1)O (phenol), 1-ethyl-4-hydrazino-1H-pyrazolo[3,4-b]pyridine-5-carboxylic acid,ethyl ester, Example 1 ( b ). Run in Example 1 ( a ), C(C)O (ethanol), 8-furfuryl-4H-pyrazolo[4',3'-5,6]pyrido[3,4-e][1,2,4]triazolo[1,5-a]pyrimidin-5(8H)-one. Yields the product C(C1=CC=CO1)N1N=CC2=C1N=CC=1C(=NC=3N(C12)N=CN3)OC3=CC=CC=C3 (8-furfuryl- 5-phenyloxy-8H-pyrazolo[4',3':5,6]pyrido[3,4-e][1,2,4]triazolo[1,5-a]pyrimidine). Reaction SMILES: [NH:1]([C:3]1[C:8]([C:9]([O:11][CH2:12][CH3:13])=O)=[CH:7][N:6]=[C:5]2[N:14]([CH2:17][C:18]3[O:22][CH:21]=[CH:20][CH:19]=3)[N:15]=[CH:16][C:4]=12)[NH2:2].[C:23]1(O)C=C[CH:26]=[CH:25][CH:24]=1>C(O)C>[CH2:17]([N:14]1[C:5]2[N:6]=[CH:7][C:8]3[C:9]([O:11][C:12]4[CH:26]=[CH:25][CH:24]=[CH:23][CH:13]=4)=[N:14][C:5]4[N:1]([N:2]=[CH:7][N:6]=4)[C:3]=3[C:4]=2[CH:16]=[N:15]1)[C:18]1[O:22][CH:21]=[CH:20][CH:19]=1. Reported procedure: By substituting 4-hydrazino-1-furfurylpyrazolo[3,4-b]pyridine-5-carboxylic acid, ethyl ester for the 1-ethyl-4-hydrazino-1H-pyrazolo[3,4-b]pyridine-5-carboxylic acid,ethyl ester in Example 1 (a), 8-furfuryl-4H-pyrazolo[4',3'-5,6]pyrido[3,4-e][1,2,4]triazolo[1,5-a]pyrimidin-5(8H)-one is obtained. This compound is now processed as in Example 1 (b) and then as in Example 4, substituting phenol for the ethanol to obtain 8-furfuryl- 5-phenyloxy-8H-pyrazolo[4',3':5,6]pyrido[3,4-e][1,2,4]triazolo[1,5-a... Run at time 1 hour. Procedure details: A solution of (2R,4R)-1-allyloxycarbonyl-4-(t-butyldimethylsilyloxy)-2-(2-hydroxyethyl)pyrrolidine (5.0 g) and conc. hydrochloric acid (2.53 ml) in methanol (25 ml) was stirred under ice-cooling for 10 minutes and then stirred at ambient temperature for 1 hour. To the reaction mixture cooled at 0° C. was added 28% sodium methoxide in methanol solution (5.84 ml). The resulting precipitates were filtered off and the filtrate was evaporated in vacuo to give a residue. The residue was dissolved in d... Isolated yield 94.9%. Starting materials: C(C=C)OC(=O)N1[C@@H](C[C@H](C1)O[Si](C)(C)C(C)(C)C)CCO ((2R,4R)-1-allyloxycarbonyl-4-(t-butyldimethylsilyloxy)-2-(2-hydroxyethyl)pyrrolidine), Cl (hydrochloric acid), C[O-].[Na+] (sodium methoxide). RXN SMILES: [CH2:1]([O:4][C:5]([N:7]1[CH2:11][C@H:10]([O:12][Si](C(C)(C)C)(C)C)[CH2:9][C@H:8]1[CH2:20][CH2:21][OH:22])=[O:6])[CH:2]=[CH2:3].Cl.C[O-].[Na+]>CO.ClCCl>[CH2:1]([O:4][C:5]([N:7]1[CH2:11][C@H:10]([OH:12])[CH2:9][C@H:8]1[CH2:20][CH2:21][OH:22])=[O:6])[CH:2]=[CH2:3] |f:2.3|. Yields the product C(C=C)OC(=O)N1[C@@H](C[C@H](C1)O)CCO ((2R,4R)-1-allyloxycarbonyl-4-hydroxy-2-(2-hydroxyethyl)pyrrolidine). The solvent is CO (methanol), CO (methanol), ClCCl (dichloromethane). Starting materials: C22H20Cl2N4O3, ClC1=C(C(=O)O)C=CC(=C1)C(=O)NC(C)C1=NC2=C(N1)C=CC(=C2)Cl (2-chloro-4-{N-[1-(5-chloro-1H-benzimidazol-2-yl)ethyl]aminocarbonyl}benzoic acid), O=C1CCNCC1 (4-oxopiperidine), C(C)(C)N(CC)C(C)C (diisopropylethylamine), ClCl (chlorine). The solvent is CS(=O)C (DMSO). Product: ClC=1C=C(C(=O)NC(C)C2=NC3=C(N2)C=CC(=C3)Cl)C=CC1C(=O)N1CCC(CC1)=O (rac.-3-chloro-N-[1-(5-chloro-1H-benzimidazol-2-yl)ethyl]-4-(4-oxopiperidin-1-ylcarbonyl)benzamide). Reaction SMILES: [Cl:1][C:2]1[CH:10]=[C:9]([C:11]([NH:13][CH:14]([C:16]2[NH:20][C:19]3[CH:21]=[CH:22][C:23]([Cl:25])=[CH:24][C:18]=3[N:17]=2)[CH3:15])=[O:12])[CH:8]=[CH:7][C:3]=1[C:4]([OH:6])=O.[O:26]=[C:27]1[CH2:32][CH2:31][NH:30][CH2:29][CH2:28]1.C(N(C(C)C)CC)(C)C.ClCl>CS(C)=O>[Cl:1][C:2]1[CH:10]=[C:9]([CH:8]=[CH:7][C:3]=1[C:4]([N:30]1[CH2:31][CH2:32][C:27](=[O:26])[CH2:28][CH2:29]1)=[O:6])[C:11]([NH:13][CH:14]([C:16]1[NH:20][C:19]2[CH:21]=[CH:22][C:23]([Cl:25])=[CH:24][C:18]=2[N:17]=1)[CH3:15])=[O:12]. Procedure: Prepared analogously to Example 1d from 2-chloro-4-{N-[1-(5-chloro-1H-benzimidazol-2-yl)ethyl]aminocarbonyl}benzoic acid, 4-oxopiperidine, PFTU, and diisopropylethylamine in DMSO at ambient temperature. HPLC-MS results: retention time: 4.04 minutes; C22H20Cl2N4O3 (459.33); mass spectrum: (M−H)−=458/460/462 (chlorine isotope). Starting materials: C1CCOC1, Nc1cccc(O)c1, CC(=O)c1ccc(C(=O)Nc2cccc(C(=O)c3ccc4c(c3)NC(=O)C4=CO)c2)s1. Yields the product CC(=O)c1ccc(C(=O)Nc2cccc(C(=O)c3ccc4c(c3)NC(=O)C4=CNc3cccc(O)c3)c2)s1. RXN SMILES: [CH2:40]1[O:41][CH2:42][CH2:43][CH2:44]1.[NH2:32][c:33]1[cH:34][cH:35][cH:36][c:37]([OH:38])[cH:39]1.[OH:1][CH:2]=[C:3]1[C:4](=[O:31])[NH:5][c:6]2[cH:7][c:8]([C:12](=[O:13])[c:14]3[cH:15][c:16]([NH:20][C:21](=[O:22])[c:23]4[s:24][c:25]([C:28]([CH3:29])=[O:30])[cH:26][cH:27]4)[cH:17][cH:18][cH:19]3)[cH:9][cH:10][c:11]21>>[CH:2](=[C:3]1[C:4](=[O:31])[NH:5][c:6]2[cH:7][c:8]([C:12](=[O:13])[c:14]3[cH:15][c:16]([NH:20][C:21](=[O:22])[c:23]4[s:24][c:25]([C:28]([CH3:29])=[O:30])[cH:26][cH:27]4)[cH:17][cH:18][cH:19]3)[cH:9][cH:10][c:11]21)[NH:32][c:33]1[cH:34][cH:35][cH:36][c:37]([OH:38])[cH:39]1. Reactants: BrCCO[Si](C(C)C)(C(C)C)C(C)C (1-bromo-2-triisopropylsilyloxy-ethane), C([O-])([O-])=O.[K+].[K+] (potassium carbonate), BrC1=CC(=CC2=CC=CC=C12)O (1-bromo-naphtalen-3-ol), BrCCO[Si](C(C)C)(C(C)C)C(C)C (1-bromo-2-triisopropylsilyloxy-ethane). Reagents/catalysts: [I-].C(CCC)[N+](CCCC)(CCCC)CCCC (tetrabutylammonium iodide). Solvent: CN(C=O)C (dimethylformamide). Product: BrC1=CC(=CC2=CC=CC=C12)OCCO[Si](C(C)C)(C(C)C)C(C)C (1-Bromo-3-(2-triisopropylsilyloxy-ethoxy)-naphtalene). As a reaction SMILES: [Br:1][C:2]1[C:11]2[C:6](=[CH:7][CH:8]=[CH:9][CH:10]=2)[CH:5]=[C:4]([OH:12])[CH:3]=1.Br[CH2:14][CH2:15][O:16][Si:17]([CH:24]([CH3:26])[CH3:25])([CH:21]([CH3:23])[CH3:22])[CH:18]([CH3:20])[CH3:19].C(=O)([O-])[O-].[K+].[K+]>[I-].C([N+](CCCC)(CCCC)CCCC)CCC.CN(C)C=O>[Br:1][C:2]1[C:11]2[C:6](=[CH:7][CH:8]=[CH:9][CH:10]=2)[CH:5]=[C:4]([O:12][CH2:14][CH2:15][O:16][Si:17]([CH:21]([CH3:22])[CH3:23])([CH:18]([CH3:20])[CH3:19])[CH:24]([CH3:25])[CH3:26])[CH:3]=1 |f:2.3.4,5.6|. Procedure details: A stirred mixture of 4.38 g (19.6 mmol) of 1-bromo-naphtalen-3-ol (prepared according to the procedure of M. S. Newman, V. Sankaran, D. R. Olson, J. Am. Chem. Soc. 1976, 98, 3237-3242), 5.52 g (19.6 mmol) of 1-bromo-2-triisopropylsilyloxy-ethane, 13.56 g (98.1 mmol) of potassium carbonate and 1.45 g (3.9 mmol) of tetrabutylammonium iodide in 50 mL of dimethylformamide is heated to 60° C. for 4 hours. Then an additional 0.55 g (2.0 mmol) of 1-bromo-2-triisopropylsilyloxy-ethane are added and stir...